Dataset: the Open Reaction Database (ORD), a public repository of structured organic reaction records. Task: describe an organic reaction: reactants, conditions, products, and yield Starting materials: C(C)(C)N1CCC(CC1)NS(=O)(=O)CCCN=[N+]=[N-] (3-azido-propane-1-sulfonic acid (1-isopropyl-piperidin-4-yl)-amide). Run in CO (MeOH). Reaction conditions: time 4 hour. Product: C(C)(C)N1CCC(CC1)NS(=O)(=O)CCCN (3-amino-propane-1-sulfonic acid (1-isopropyl-piperidin-4-yl)-amide). RXN SMILES: [CH:1]([N:4]1[CH2:9][CH2:8][CH:7]([NH:10][S:11]([CH2:14][CH2:15][CH2:16][N:17]=[N+]=[N-])(=[O:13])=[O:12])[CH2:6][CH2:5]1)([CH3:3])[CH3:2]>CO>[CH:1]([N:4]1[CH2:9][CH2:8][CH:7]([NH:10][S:11]([CH2:14][CH2:15][CH2:16][NH2:17])(=[O:12])=[O:13])[CH2:6][CH2:5]1)([CH3:3])[CH3:2]. Procedure details: 250 mg (0.86 mmol) crude 3-azido-propane-1-sulfonic acid (1-isopropyl-piperidin-4-yl)-amide were dissolved in 10 ml MeOH. The solution was evacuated and rinsed with argon several times. 30 mg palladium on charcoal (10%) were added and again the mixture was evacuated and rinsed with argon several times. Finally argon was exchanged by hydrogen (balloon filled with hydrogen) and the mixture was stirred for 4 h at room temperature. The reaction mixture was filtered over “Celite” and the filter resid...